From a dataset of the Open Reaction Database (ORD), a public repository of structured organic reaction records. describe an organic reaction: reactants, conditions, products, and yield Reactants: [N+](=O)([O-])C1=C2C=CC(=NC2=CC=C1)Cl (5-nitro-2-chloroquinoline), COC=1C=CC=C2CCC(C12)N (rac-7-methoxy-indane-1-ylamine), CN1C=CC=2C(=CC=CC12)S(=O)(=O)Cl (1-methyl-1H-indole-4-sulfonylchloride). The product is COC=1C=CC=C2CCC(C12)NC1=NC2=CC=CC(=C2C=C1)NS(=O)(=O)C=1C=2C=CN(C2C=CC1)C (rac-1-Methyl-1H-indole-4-sulfonic acid [2-(7-methoxy-indan-1-ylamino)-quinolin-5-yl]-amide). Reaction SMILES: [N+:1]([C:4]1[CH:13]=[CH:12][CH:11]=[C:10]2[C:5]=1[CH:6]=[CH:7][C:8](Cl)=[N:9]2)([O-])=O.[CH3:15][O:16][C:17]1[CH:18]=[CH:19][CH:20]=[C:21]2[C:25]=1[CH:24]([NH2:26])[CH2:23][CH2:22]2.[CH3:27][N:28]1[C:36]2[CH:35]=[CH:34][CH:33]=[C:32]([S:37](Cl)(=[O:39])=[O:38])[C:31]=2[CH:30]=[CH:29]1>>[CH3:15][O:16][C:17]1[CH:18]=[CH:19][CH:20]=[C:21]2[C:25]=1[CH:24]([NH:26][C:8]1[CH:7]=[CH:6][C:5]3[C:10](=[CH:11][CH:12]=[CH:13][C:4]=3[NH:1][S:37]([C:32]3[C:31]4[CH:30]=[CH:29][N:28]([CH3:27])[C:36]=4[CH:35]=[CH:34][CH:33]=3)(=[O:38])=[O:39])[N:9]=1)[CH2:23][CH2:22]2. Procedure: The title compound, MS: m/e=499.0 (M+H+), was prepared in accordance with the general method of example 45 from 5-nitro-2-chloroquinoline, rac-7-methoxy-indane-1-ylamine and 1-methyl-1H-indole-4-sulfonylchloride. The reactants are C(C)(C)(C)OC(=O)NCC1=CC=C(C(=O)O)C=C1 (4-(tert-butoxycarbonylaminomethyl)benzoic acid), Cl.C(C)N=C=NCCCN(C)C (1-ethyl-3-(3-dimethylaminopropyl)carbodiimide hydrochloride). The reagents and catalysts are CN(C1=CC=NC=C1)C (4-dimethylaminopyridine). Run in CO (methanol). Run at time 4 hour. Product: C(C)(C)(C)OC(=O)NCC1=CC=C(C(=O)OC)C=C1 (methyl 4-(tert-butoxycarbonylaminomethyl)benzoate). Isolated yield 83.6%. As a reaction SMILES: [C:1]([O:5][C:6]([NH:8][CH2:9][C:10]1[CH:18]=[CH:17][C:13]([C:14]([OH:16])=[O:15])=[CH:12][CH:11]=1)=[O:7])([CH3:4])([CH3:3])[CH3:2].Cl.[CH2:20](N=C=NCCCN(C)C)C>CN(C)C1C=CN=CC=1.CO>[C:1]([O:5][C:6]([NH:8][CH2:9][C:10]1[CH:11]=[CH:12][C:13]([C:14]([O:16][CH3:20])=[O:15])=[CH:17][CH:18]=1)=[O:7])([CH3:4])([CH3:2])[CH3:3] |f:1.2|. Procedure details: A mixture of 16.2 g (64.5 mmol) of 4-(tert-butoxycarbonylaminomethyl)benzoic acid, 13.6 g (70.9 mmol) of 1-ethyl-3-(3-dimethylaminopropyl)carbodiimide hydrochloride, 1.00 g of 4-dimethylaminopyridine and 200 ml of methanol was stirred at room temperature for 4 hours. Methanol was distilled off under reduced pressure and ice water was poured to the residue thus obtained. The mixture was extracted twice with ethyl acetate and the extract was washed with 10% citric acid aqueous solution and then wi... Reactants: C1(CC1)OC=1C=C(CO)C=CC1OC(F)F (3-Cyclopropyloxy-4-difluoromethoxybenzyl alcohol). The reagents and catalysts are O=[Mn]=O (MnO2). Solvent: ClCCl (dichloromethane), C(C)(=O)OCC (ethyl acetate). The product is C1(CC1)OC=1C=C(C=O)C=CC1OC(F)F (3-Cyclopropyloxy-4-difluoromethoxybenzaldehyde). Yield: 75.9%. RXN SMILES: [CH:1]1([O:4][C:5]2[CH:6]=[C:7]([CH:10]=[CH:11][C:12]=2[O:13][CH:14]([F:16])[F:15])[CH2:8][OH:9])[CH2:3][CH2:2]1>ClCCl.C(OCC)(=O)C.O=[Mn]=O>[CH:1]1([O:4][C:5]2[CH:6]=[C:7]([CH:10]=[CH:11][C:12]=2[O:13][CH:14]([F:15])[F:16])[CH:8]=[O:9])[CH2:2][CH2:3]1. Reported procedure: To a solution of the 3-Cyclopropyloxy-4-difluoromethoxybenzyl alcohol from Step 5 (41 g, 179 mmol) in dichloromethane (1.2 μL) was added MnO2 (220 g, 2.15 mol) in four portions over 2 days. When TLC indicated the reaction was complete, the mixture was diluted with ethyl acetate and filtered through Celite® (available from Aldrich Chemical Company, Inc., Milwaukee, Wis.), washing extensively with a succession of ethyl acetate, dichloromethane, EtOH and toluene. The combined filtrates were concent... The reactants are Cl.C1(CC1)COC1=C(C2=C(OCO2)C=C1)C=1C2=C(N=CN1)C(=C(N2)C)C(=O)N[C@H]2CNCC2 (4-[5-(cyclopropylmethoxy)-1,3-benzodioxol-4-yl]-6-methyl-N-[(3R)-pyrrolidin-3-yl]-5H-pyrrolo[3,2-d]pyrimidine-7-carboxamide hydrochloride), C(C)(=O)Cl (acetyl chloride). The product is C(C)(=O)N1C[C@@H](CC1)NC(=O)C1=C(NC2=C1N=CN=C2C2=C(C=CC=1OCOC12)OCC1CC1)C (N-[(3R)-1-acetylpyrrolidin-3-yl]-4-[5-(cyclopropylmethoxy)-1,3-benzodioxol-4-yl]-6-methyl-5H-pyrrolo[3,2-d]pyrimidine-7-carboxamide). RXN SMILES: Cl.[CH:2]1([CH2:5][O:6][C:7]2[CH:15]=[CH:14][C:10]3[O:11][CH2:12][O:13][C:9]=3[C:8]=2[C:16]2[C:17]3[NH:24][C:23]([CH3:25])=[C:22]([C:26]([NH:28][C@@H:29]4[CH2:33][CH2:32][NH:31][CH2:30]4)=[O:27])[C:18]=3[N:19]=[CH:20][N:21]=2)[CH2:4][CH2:3]1.[C:34](Cl)(=[O:36])[CH3:35]>>[C:34]([N:31]1[CH2:32][CH2:33][C@@H:29]([NH:28][C:26]([C:22]2[C:18]3[N:19]=[CH:20][N:21]=[C:16]([C:8]4[C:9]5[O:13][CH2:12][O:11][C:10]=5[CH:14]=[CH:15][C:7]=4[O:6][CH2:5][CH:2]4[CH2:4][CH2:3]4)[C:17]=3[NH:24][C:23]=2[CH3:25])=[O:27])[CH2:30]1)(=[O:36])[CH3:35] |f:0.1|. Reported procedure: Starting from 4-[5-(cyclopropylmethoxy)-1,3-benzodioxol-4-yl]-6-methyl-N-[(3R)-pyrrolidin-3-yl]-5H-pyrrolo[3,2-d]pyrimidine-7-carboxamide hydrochloride (example D.f4) and commercially available acetyl chloride the title compound is obtained as colorless solid. The reactants are Cl.C(N)(=N)C1=CC=C(C(=O)N)C=C1 (4-Amidinobenzamide hydrochloride), C(C)(=O)O (acetic acid). The solvent is Cl (HCl). Reaction conditions: temperature 110 celsius. Yields the product Cl.C(N)(=N)C1=CC=C(C(=O)O)C=C1 (4-amidinobenzoic acid hydrochloride). Reaction SMILES: [ClH:1].[C:2]([C:5]1[CH:13]=[CH:12][C:8]([C:9](N)=[O:10])=[CH:7][CH:6]=1)(=[NH:4])[NH2:3].C(O)(=[O:16])C>Cl>[ClH:1].[C:2]([C:5]1[CH:13]=[CH:12][C:8]([C:9]([OH:16])=[O:10])=[CH:7][CH:6]=1)(=[NH:4])[NH2:3] |f:0.1,4.5|. Procedure: 4-Amidinobenzamide hydrochloride (10 g) was dissolved in a mixed solution of 6N HCl (300 ml) and acetic acid (50 ml) and the solution was refluxed at 110° C. for 6 hours. The reaction solution was cooled with ice and the resulting precipitate was filtered to yield a crystal of 4-amidinobenzoic acid hydrochloride (10.4 g). The reactants are C([C@H](O)C1=CC=CC=C1)(=O)O (D-mandelic acid), C(C1=CC=CC=C1)O (benzyl alcohol). The reagents and catalysts are C1(=CC=C(C=C1)S(=O)(=O)O)C (p-toluenesulfonic acid). Solvent: C1=CC=CC=C1 (benzene). Yields the product C([C@H](O)C1=CC=CC=C1)(=O)OCC1=CC=CC=C1 (Benzyl D-mandelate). The yield is 91.2%. Reaction SMILES: [C:1]([OH:11])(=[O:10])[C@@H:2]([C:4]1[CH:9]=[CH:8][CH:7]=[CH:6][CH:5]=1)[OH:3].[CH2:12](O)[C:13]1[CH:18]=[CH:17][CH:16]=[CH:15][CH:14]=1>C1C=CC=CC=1.C1(C)C=CC(S(O)(=O)=O)=CC=1>[C:1]([O:11][CH2:12][C:13]1[CH:18]=[CH:17][CH:16]=[CH:15][CH:14]=1)(=[O:10])[C@@H:2]([C:4]1[CH:9]=[CH:8][CH:7]=[CH:6][CH:5]=1)[OH:3]. Reported procedure: A solution of 85.1 g (559 mmol) of D-mandelic acid, 65 ml (628 mmol) of benzyl alcohol, and 1.01 g (5.35 mmol) of p-toluenesulfonic acid in 700 ml of benzene was refluxed for 6.5 hours. The mixture was washed with water and concentrated. The residue was recrystallized from ether to give 123.5 g of the aimed compound D-2 in 91% yield. Starting materials: FC(CN1CCC2=C(CC1)C=C(C(=C2)OC)N)F (3-(2,2-Difluoro-ethyl)-8-methoxy-2,3,4,5-tetrahydro-1H-benzo[d]azepin-7-ylamine), ClC1=NC=C(C(=N1)NC1=C(C(=O)NCC)C=CC=C1F)Cl (2-(2,5-Dichloro-pyrimidin-4-ylamino)-N-ethyl-3-fluoro-benzamide). The product is ClC=1C(=NC(=NC1)NC1=CC2=C(CCN(CC2)CC(F)F)C=C1OC)NC1=C(C(=O)NCC)C=CC=C1F (2-{5-Chloro-2-[3-(2,2-difluoro-ethyl)-8-methoxy-2,3,4,5-tetrahydro-1H-benzo[d]azepin-7-ylamino]-pyrimidin-4-ylamino}-N-ethyl-3-fluoro-benzamide), solid. Yield: 14.0%. As a reaction SMILES: [F:1][CH:2]([F:18])[CH2:3][N:4]1[CH2:10][CH2:9][C:8]2[CH:11]=[C:12]([NH2:17])[C:13]([O:15][CH3:16])=[CH:14][C:7]=2[CH2:6][CH2:5]1.Cl[C:20]1[N:25]=[C:24]([NH:26][C:27]2[C:37]([F:38])=[CH:36][CH:35]=[CH:34][C:28]=2[C:29]([NH:31][CH2:32][CH3:33])=[O:30])[C:23]([Cl:39])=[CH:22][N:21]=1>>[Cl:39][C:23]1[C:24]([NH:26][C:27]2[C:37]([F:38])=[CH:36][CH:35]=[CH:34][C:28]=2[C:29]([NH:31][CH2:32][CH3:33])=[O:30])=[N:25][C:20]([NH:17][C:12]2[C:13]([O:15][CH3:16])=[CH:14][C:7]3[CH2:6][CH2:5][N:4]([CH2:3][CH:2]([F:1])[F:18])[CH2:10][CH2:9][C:8]=3[CH:11]=2)=[N:21][CH:22]=1. Reported procedure: The title compound was prepared from 3-(2,2-Difluoro-ethyl)-8-methoxy-2,3,4,5-tetrahydro-1H-benzo[d]azepin-7-ylamine and 2-(2,5-Dichloro-pyrimidin-4-ylamino)-N-ethyl-3-fluoro-benzamide in an analogous manner to Example 61e. Product isolated as an off-white solid (0.012 g, 14%). MP: 93-104° C. 1HNMR (400 MHz, CDCl3, δ, ppm): 8.49 (s, 1H), 8.07 (s, 1H), 7.73 (s, 1H), 7.45 (s, 1H), 7.36-7.31 (m, 1H), 7.29-7.22 (m, 2H), 6.57 (s, 1H), 6.20-6.10 (m, 1H), 5.90 (tt, 1H, J=56.0 Hz and 3.9 Hz), 3.81 (s, 3... Starting materials: NC1CN(CC1)C1=NC=C(C#N)C=C1 (6-(3-aminopyrrolidin-1-yl)-nicotinonitrile), ClC1=C(C=O)C=CC(=C1)Cl (2,4-dichlorobenzaldehyde), [BH4-].[Na+] (sodium borohydride). Run in CO (methanol), CO (methanol), ClCCl (dichloromethane). Run at time 2 hour. Product: N (ammonia), ClC1=C(CNC2CN(CC2)C2=NC=C(C#N)C=C2)C=CC(=C1)Cl (6-[3-(2,4-Dichlorobenzylamino)-pyrrolidin-1-yl]-nicotinonitrile). The yield is 29.9%. RXN SMILES: [NH2:1][CH:2]1[CH2:6][CH2:5][N:4]([C:7]2[CH:14]=[CH:13][C:10]([C:11]#[N:12])=[CH:9][N:8]=2)[CH2:3]1.[Cl:15][C:16]1[CH:23]=[C:22]([Cl:24])[CH:21]=[CH:20][C:17]=1[CH:18]=O.[BH4-].[Na+]>CO.ClCCl>[NH3:1].[Cl:15][C:16]1[CH:23]=[C:22]([Cl:24])[CH:21]=[CH:20][C:17]=1[CH2:18][NH:1][CH:2]1[CH2:6][CH2:5][N:4]([C:7]2[CH:14]=[CH:13][C:10]([C:11]#[N:12])=[CH:9][N:8]=2)[CH2:3]1 |f:2.3|. Reported procedure: Stir a solution of 6-(3-aminopyrrolidin-1-yl)-nicotinonitrile (200 mg, 1.06 mmol) and 2,4-dichlorobenzaldehyde (371 mg, 2.12 mmol) in methanol (10 mL) for 1 hour. Add 10% sodium borohydride on alumina (400 mg) in one portion and stir for 2 hours. Dilute with dichloromethane (50 mL) and filter through a pad of Celite®. Concentrate to give a residue. Dissolve the residue in 5:95 methanol:dichloromethane and filter through a plug of silica gel. Concentrate to a residue and chromatograph by reverse ... RXN SMILES: [Br:1][C:2]1[CH:3]=[N:4][CH:5]=[C:6]([OH:8])[CH:7]=1.[CH:9](O)([CH3:11])[CH3:10]>>[Br:1][C:2]1[CH:3]=[N:4][CH:5]=[C:6]([O:8][CH:9]([CH3:11])[CH3:10])[CH:7]=1. Reported procedure: The title compound was synthesized in a similar manner as described for Stage 29.1.1 using 3-bromo-5-hydroxypyridine (Aldrich, Buchs, Switzerland) and isopropanol (Merck, Dietikon, Switzerland) to give the title compound as a colorless oil. (HPLC: tR 2.92 min (Method A); M+H=216, 218 MS-ES). Starting materials: BrC=1C=NC=C(C1)O (3-bromo-5-hydroxypyridine), C(C)(C)O (isopropanol). Yields the product BrC=1C=NC=C(C1)OC(C)C (3-Bromo-5-isopropoxypyridine).